Dataset: the Open Reaction Database (ORD), a public repository of structured organic reaction records. Task: describe an organic reaction: reactants, conditions, products, and yield Reported procedure: To a solution of tert-butyl 4-(2-(5-(2-(tert-butoxycarbonylamino)acetamido)pyridin-3-yl)-5-oxo-5H-[1,3,4]thiadiazolo[3,2-a]pyrimidin-7-yl)piperazine-1-carboxylate (20 mg, 0.034 mmol) in DCM (2 ml) is added TFA (0.5 ml). The mixture is stirred for 2 h, concentrated in vacuo and the residue is directly purified by preparative HPLC to give the desired product 2-Amino-N-(5-(5-oxo-7-(piperazin-1-yl)-5H-[1,3,4]thiadiazolo[3,2-a]pyrimidin-2-yl)pyridin-3-yl)acetamide: 1H NMR (400 MHz, DMSO-d6) δ 11.11 (... Yields the product NCC(=O)NC=1C=NC=C(C1)C1=NN2C(=NC(=CC2=O)N2CCNCC2)S1 (2-Amino-N-(5-(5-oxo-7-(piperazin-1-yl)-5H-[1,3,4]thiadiazolo[3,2-a]pyrimidin-2-yl)pyridin-3-yl)acetamide). Reactants: C(C)(C)(C)OC(=O)NCC(=O)NC=1C=C(C=NC1)C1=NN2C(=NC(=CC2=O)N2CCN(CC2)C(=O)OC(C)(C)C)S1 (tert-butyl 4-(2-(5-(2-(tert-butoxycarbonylamino)acetamido)pyridin-3-yl)-5-oxo-5H-[1,3,4]thiadiazolo[3,2-a]pyrimidin-7-yl)piperazine-1-carboxylate), C(=O)(C(F)(F)F)O (TFA). Reaction conditions: time 2 hour. Run in C(Cl)Cl (DCM). Reaction SMILES: C(OC([NH:8][CH2:9][C:10]([NH:12][C:13]1[CH:14]=[C:15]([C:19]2[S:41][C:22]3=[N:23][C:24]([N:28]4[CH2:33][CH2:32][N:31](C(OC(C)(C)C)=O)[CH2:30][CH2:29]4)=[CH:25][C:26](=[O:27])[N:21]3[N:20]=2)[CH:16]=[N:17][CH:18]=1)=[O:11])=O)(C)(C)C.C(O)(C(F)(F)F)=O>C(Cl)Cl>[NH2:8][CH2:9][C:10]([NH:12][C:13]1[CH:18]=[N:17][CH:16]=[C:15]([C:19]2[S:41][C:22]3=[N:23][C:24]([N:28]4[CH2:29][CH2:30][NH:31][CH2:32][CH2:33]4)=[CH:25][C:26](=[O:27])[N:21]3[N:20]=2)[CH:14]=1)=[O:11]. The reactants are CCCCCN1C(=O)C(=O)c2cnccc21, C1CCOC1, CC(C)[Mg+], [Cl-], Oc1ccc2c(c1)OCO2. The product is CCCCCN1C(=O)C(O)(c2cc3c(cc2O)OCO3)c2cnccc21. RXN SMILES: [CH2:16]([CH2:17][CH2:18][CH2:19][CH3:20])[N:21]1[C:22](=[O:31])[C:23](=[O:30])[c:24]2[cH:25][n:26][cH:27][cH:28][c:29]21.[CH2:32]1[O:33][CH2:34][CH2:35][CH2:36]1.[CH:12]([Mg+:13])([CH3:14])[CH3:15].[Cl-:11].[O:1]1[CH2:2][O:3][c:4]2[c:5]1[cH:6][cH:7][c:8]([OH:10])[cH:9]2>>[O:1]1[CH2:2][O:3][c:4]2[c:5]1[cH:6][c:7]([C:23]1([OH:30])[C:22](=[O:31])[N:21]([CH2:16][CH2:17][CH2:18][CH2:19][CH3:20])[c:29]3[c:24]1[cH:25][n:26][cH:27][cH:28]3)[c:8]([OH:10])[cH:9]2. Reactants: ClC1=C(COC2=NC3=CC=C(C=C3C(=C2)C(=O)OCC2=C(C=CC=C2)Cl)C)C=CC=C1 (2-(2-chlorobenzyloxy)-4-(2-chlorobenzyloxycarbonyl)-6-methylquinoline), [OH-].[Na+] (sodium hydroxide), Cl (HCl), CO (methanol). Run in C1CCOC1 (THF), O (water), O (water). Run at time 30 minute. Yields the product ClC1=C(COC2=NC3=CC=C(C=C3C(=C2)C(=O)O)C)C=CC=C1 (2-(2-Chlorobenzyloxy)4-carboxy-6-methylquinoline). Yield: 98.8%. RXN SMILES: [Cl:1][C:2]1[CH:31]=[CH:30][CH:29]=[CH:28][C:3]=1[CH2:4][O:5][C:6]1[CH:15]=[C:14]([C:16]([O:18]CC2C=CC=CC=2Cl)=[O:17])[C:13]2[C:8](=[CH:9][CH:10]=[C:11]([CH3:27])[CH:12]=2)[N:7]=1.[OH-].[Na+].CO.Cl>C1COCC1.O>[Cl:1][C:2]1[CH:31]=[CH:30][CH:29]=[CH:28][C:3]=1[CH2:4][O:5][C:6]1[CH:15]=[C:14]([C:16]([OH:18])=[O:17])[C:13]2[C:8](=[CH:9][CH:10]=[C:11]([CH3:27])[CH:12]=2)[N:7]=1 |f:1.2|. Procedure details: To 2-(2-chlorobenzyloxy)-4-(2-chlorobenzyloxycarbonyl)-6-methylquinoline (Method 11; 0.980 g, 2.173 mmol) in THF (100 ml) was added a solution of sodium hydroxide (261 mg, 6.519 mmol) in water (2.6 ml) followed by water (60 ml) and methanol (10 ml). The reaction mixture was stirred at ambient temperature for 2 hrs 30 min and then adjusted to pH 4–5 with 1M HCl. It was then concentrated in vacuo and the resulting solid filtered, washed with water, and dried to give the title compound as a colourl... Reactants: CC(C)(C)OC(=O)NCC1CO1, CC#N, CCOC(C)=O, O=S(=O)([O-])C(F)(F)F, [Li+], Nc1cc(F)c2c(c1)CC(=O)N2C1CC1. Yields the product CC(C)(C)OC(=O)NCC(O)CNc1cc(F)c2c(c1)CC(=O)N2C1CC1. As a reaction SMILES: [C:16]([CH3:17])([CH3:18])([CH3:19])[O:20][C:21]([NH:22][CH2:23][CH:24]1[O:25][CH2:26]1)=[O:27].[CH3:37][C:38]#[N:39].[CH3:40][CH2:41][O:42][C:43](=[O:44])[CH3:45].[F:28][C:29]([F:30])([F:31])[S:32]([O-:33])(=[O:34])=[O:35].[Li+:36].[NH2:1][c:2]1[cH:3][c:4]2[c:8]([c:9]([F:11])[cH:10]1)[N:7]([CH:12]1[CH2:13][CH2:14]1)[C:6](=[O:15])[CH2:5]2>>[NH:1]([c:2]1[cH:3][c:4]2[c:8]([c:9]([F:11])[cH:10]1)[N:7]([CH:12]1[CH2:13][CH2:14]1)[C:6](=[O:15])[CH2:5]2)[CH2:26][CH:24]([CH2:23][NH:22][C:21]([O:20][C:16]([CH3:17])([CH3:18])[CH3:19])=[O:27])[OH:25]. The reactants are CN(C(CCC(C1=CC=C(C=C1)F)=O)=O)C (N,N-dimethyl-4-fluoro-γ-oxobenzenebutanoic acid amide), C1(=CC=CC=C1)CN1CCNCC1 (1-(phenylmethyl)piperazine), CCN(C(C)C)C(C)C (DIEA), C1(=CC=CC=C1)CN1CCNCC1 ((phenylmethyl)piperazine), C(C)(C)OC(C)C (diisopropylether), N (ammonia). The solvent is ClCCl (dichloromethane), ClCCl.CO (dichloromethane methanol). Yields the product CN(C(CCC(C1=CC=C(C=C1)N1CCN(CC1)CC1=CC=CC=C1)=O)=O)C (N,N-dimethyl-γ-oxo-4-[4-(phenylmethyl)-1-piperazinyl]-benzenebutanoic acid amide). RXN SMILES: [CH3:1][N:2]([CH3:16])[C:3](=[O:15])[CH2:4][CH2:5][C:6](=[O:14])[C:7]1[CH:12]=[CH:11][C:10](F)=[CH:9][CH:8]=1.[C:17]1([CH2:23][N:24]2[CH2:29][CH2:28][NH:27][CH2:26][CH2:25]2)[CH:22]=[CH:21][CH:20]=[CH:19][CH:18]=1.CCN(C(C)C)C(C)C.C(OC(C)C)(C)C.N>ClCCl.CO.ClCCl>[CH3:1][N:2]([CH3:16])[C:3](=[O:15])[CH2:4][CH2:5][C:6](=[O:14])[C:7]1[CH:12]=[CH:11][C:10]([N:27]2[CH2:28][CH2:29][N:24]([CH2:23][C:17]3[CH:18]=[CH:19][CH:20]=[CH:21][CH:22]=3)[CH2:25][CH2:26]2)=[CH:9][CH:8]=1 |f:5.6|. Reported procedure: The mixture of 33.48 g (0.15 Mol) of N,N-dimethyl-4-fluoro-γ-oxobenzenebutanoic acid amide, 29.6 g (0.168 Mol) of 1-(phenylmethyl)piperazine and 6 ml of DIEA was refluxed for 6 hours. Another 30 g (0.17 Mol) of (phenylmethyl)piperazine was added, and the mixture was refluxed for a further 7 hours. The mixture was taken up in a little dichloromethane, and purified by column chromatography on silica gel, using dichloromethane/methanol/conc. ammonia 99/1/0.5 for elution. The residue obtained from t... The reactants are O (water), COC1=CC(=C(C=C1)C1=CC=CC=C1)NC(C(C)(C)C)=O (N-(4-methoxybiphenyl-2-yl)-2,2-dimethylpropionamide), C(CCC)[Li] (butyllithium), C1CO1 (ethylene oxide). The solvent is C(C)(=O)O (acetic acid), C1CCOC1 (THF). Conditions: temperature -5 celsius, time 1 hour. Product: OCCC=1C(=C(C=CC1OC)C1=CC=CC=C1)NC(C(C)(C)C)=O (N-[3-(2-Hydroxyethyl)-4-methoxy-[1,1'-biphenyl]-2-yl]-2,2-dimethylpropanamide). Reaction SMILES: [CH3:1][O:2][C:3]1[CH:8]=[CH:7][C:6]([C:9]2[CH:14]=[CH:13][CH:12]=[CH:11][CH:10]=2)=[C:5]([NH:15][C:16](=[O:21])[C:17]([CH3:20])([CH3:19])[CH3:18])[CH:4]=1.C([Li])CCC.[CH2:27]1[O:29][CH2:28]1.O>C1COCC1.C(O)(=O)C>[OH:29][CH2:28][CH2:27][C:4]1[C:5]([NH:15][C:16](=[O:21])[C:17]([CH3:18])([CH3:20])[CH3:19])=[C:6]([C:9]2[CH:14]=[CH:13][CH:12]=[CH:11][CH:10]=2)[CH:7]=[CH:8][C:3]=1[O:2][CH3:1]. Procedure details: A mechanically stirred solution of N-(4-methoxybiphenyl-2-yl)-2,2-dimethylpropionamide (17.91 g, 63.2 mmol) in anhydrous THF at -68° C. was treated dropwise with butyllithium (2.46 M in hexane, 72.0 mL, 177 mmol), stirred 1 h, allowed to warm to -5° C., stirred 1 h, cooled to -78° C., and treated with ethylene oxide (10.0 mL, 8.82 g, 200 mmol) in one portion. The suspension was allowed to warm to room temperature and stirred for 12 h. The suspension was treated with water (50 mL) and glacial ace... Starting materials: OCC1N(C(SC1)C1=CC=CC=C1)C (4-hydroxymethyl-3-methyl-2-phenylthiazolidine), C1(=CC=C(C=C1)S(=O)(=O)OC)C (methyl p-toluenesulfonate). The solvent is CC(=O)C (acetone). The product is C1(=CC=C(C=C1)S(=O)(=O)[O-])C.C[N+]1(C(SCC1CO)C1=CC=CC=C1)C (3,3-Dimethyl-4-hydroxymethyl-2-phenylthiazolidinium p-toluenesulfonate). Yield: 184.1%. RXN SMILES: [OH:1][CH2:2][CH:3]1[CH2:7][S:6][CH:5]([C:8]2[CH:13]=[CH:12][CH:11]=[CH:10][CH:9]=2)[N:4]1[CH3:14].[C:15]1([CH3:26])[CH:20]=[CH:19][C:18]([S:21]([O:24]C)(=[O:23])=[O:22])=[CH:17][CH:16]=1>CC(C)=O>[C:15]1([CH3:26])[CH:16]=[CH:17][C:18]([S:21]([O-:24])(=[O:22])=[O:23])=[CH:19][CH:20]=1.[CH3:14][N+:4]1([CH3:15])[CH:3]([CH2:2][OH:1])[CH2:7][S:6][CH:5]1[C:8]1[CH:9]=[CH:10][CH:11]=[CH:12][CH:13]=1 |f:3.4|. Procedure: In 10 ml of acetone, 1.00 g of 4-hydroxymethyl-3-methyl-2-phenylthiazolidine and 0.89 g of methyl p-toluenesulfonate were heated under reflux for 52 hours. The mixture was then placed under reduced pressure to distill off the solvent, and ether was added to the residue. Insolubles were washed with ether and dried under reduced pressure to give 1.74 g of the desired compound. Starting materials: FC1=CC=C(C=C1)C(=O)N=C=S (4-fluoro-1-benzenecarbonyl isothiocyanate), FC1=CC=C(C=C1)C(=O)Cl (4-fluoro-1-benzenecarbonyl chloride), COC=1C=C2C(=CC=NC2=CC1OC)OC1=CC=C(N)C=C1 (4-[(6,7-Dimethoxy-4-quinolyl)oxy]aniline). The solvent is C(C)O (ethanol), C(C)O (ethanol), C1(=CC=CC=C1)C (toluene). Run at time 2 hour. Product: FC1=CC=C(C=C1)C(=O)N=C=S (4-Fluoro-1-benzenecarbonyl isothiocyanate), COC=1C=C2C(=CC=NC2=CC1OC)OC1=CC=C(C=C1)NC(=S)NC(C1=CC=C(C=C1)F)=O (N-{4-[(6,7-Dimethoxy-4-quinolyl)oxy]phenyl}-N′-(4-fluorobenzoyl)thiourea). Isolated yield 85.0%. Reaction SMILES: FC1C=CC(C(Cl)=O)=CC=1.[CH3:11][O:12][C:13]1[CH:14]=[C:15]2[C:20](=[CH:21][C:22]=1[O:23][CH3:24])[N:19]=[CH:18][CH:17]=[C:16]2[O:25][C:26]1[CH:32]=[CH:31][C:29]([NH2:30])=[CH:28][CH:27]=1.[F:33][C:34]1[CH:39]=[CH:38][C:37]([C:40]([N:42]=[C:43]=[S:44])=[O:41])=[CH:36][CH:35]=1>C1(C)C=CC=CC=1.C(O)C>[F:33][C:34]1[CH:35]=[CH:36][C:37]([C:40]([N:42]=[C:43]=[S:44])=[O:41])=[CH:38][CH:39]=1.[CH3:11][O:12][C:13]1[CH:14]=[C:15]2[C:20](=[CH:21][C:22]=1[O:23][CH3:24])[N:19]=[CH:18][CH:17]=[C:16]2[O:25][C:26]1[CH:32]=[CH:31][C:29]([NH:30][C:43]([NH:42][C:40](=[O:41])[C:37]2[CH:38]=[CH:39][C:34]([F:33])=[CH:35][CH:36]=2)=[S:44])=[CH:28][CH:27]=1. Procedure: 4-Fluoro-1-benzenecarbonyl isothiocyanate was prepared using commercially available 4-fluoro-1-benzenecarbonyl chloride (80 mg) as a starting compound according to the description of the literature. 4-[(6,7-Dimethoxy-4-quinolyl)oxy]aniline (50 mg) was dissolved in toluene (5 ml) and ethanol (1 ml) to prepare a solution. A solution of 4-fluoro-1-benzenecarbonyl isothiocyanate in ethanol (1 ml) was then added to the solution, and the mixture was stirred at room temperature for 2 hr. The reaction s... The reactants are OC1=C(C(=C(C2=CC=CC=C12)O)C#N)C#N (1,4-dihydroxy-2,3-dicyanonaphthalene), S(=O)(=O)(OCC)OCC (diethyl sulfate), CN(C)C=O (DMF), C([O-])([O-])=O.[K+].[K+] (potassium carbonate). Run at temperature 100 celsius, time 6 hour. Yields the product C(C)OC1=C(C(=C(C2=CC=CC=C12)OCC)C#N)C#N (1,4-diethoxy-2,3-dicyanonaphthalene). The yield is 87.0%. RXN SMILES: O[C:2]1[C:11]2[C:6](=[CH:7][CH:8]=[CH:9][CH:10]=2)[C:5]([OH:12])=[C:4]([C:13]#[N:14])[C:3]=1[C:15]#[N:16].S(OCC)(O[CH2:21][CH3:22])(=O)=O.[C:26](=[O:29])([O-])[O-].[K+].[K+].[CH3:32]N(C=O)C>>[CH2:21]([O:12][C:5]1[C:6]2[C:11](=[CH:10][CH:9]=[CH:8][CH:7]=2)[C:2]([O:29][CH2:26][CH3:32])=[C:3]([C:15]#[N:16])[C:4]=1[C:13]#[N:14])[CH3:22] |f:2.3.4|. Reported procedure: 210 g (1 mol) of 1,4-dihydroxy-2,3-dicyanonaphthalene, 1 l of DMF and 339 g (2.2 mol) of diethyl sulfate were introduced at room temperature as the initial charge. 304 g (2.2 mol) of potassium carbonate were added with care. The batch was gradually heated to 100° C. and stirred at 100° C. for 6 h. It was then poured onto water and the resulting precipitate was washed with water and dried to leave 231 g of 1,4-diethoxy-2,3-dicyanonaphthalene (theory: 87% ; melting point: 167°-169° C.). Starting materials: Br, Br, O=C([O-])O, CCO, Cc1ccc(S(=O)(=O)Cl)cc1, Oc1ccc(N2CCNCC2)cc1, [Na+], O. Product: Cc1ccc(S(=O)(=O)N2CCN(c3ccc(O)cc3)CC2)cc1. Reaction SMILES: [BrH:1].[BrH:2].[C:30](=[O:31])([O-:32])[OH:33].[CH3:16][CH2:17][OH:18].[CH3:19][c:20]1[cH:21][cH:22][c:23]([S:26](=[O:27])(=[O:28])[Cl:29])[cH:24][cH:25]1.[N:3]1([c:9]2[cH:10][cH:11][c:12]([OH:15])[cH:13][cH:14]2)[CH2:4][CH2:5][NH:6][CH2:7][CH2:8]1.[Na+:34].[OH2:35]>>[N:3]1([c:9]2[cH:10][cH:11][c:12]([OH:15])[cH:13][cH:14]2)[CH2:4][CH2:5][N:6]([S:26]([c:23]2[cH:22][cH:21][c:20]([CH3:19])[cH:25][cH:24]2)(=[O:27])=[O:28])[CH2:7][CH2:8]1.